This data is from the Open Reaction Database (ORD), a public repository of structured organic reaction records. The task is: describe an organic reaction: reactants, conditions, products, and yield Reactants: IC1N(CC1)C(=O)OC(C)(C)C (2-iodo-N-Boc-azetidine), IC1=CC=C(C=O)C=C1 (4-iodobenzaldehyde), O1C(=CC=C1)P(C=1OC=CC1)C=1OC=CC1 (tri-2-furylphosphine), Pd(dbq)2, BrCBr (dibromomethane), Cl[Si](C)(C)C (chlorotrimethylsilane). The solvent is CN(C)C=O (DMF), CN(C)C=O (DMF), CN(C)C=O (DMF), CN(C)C=O (DMF). RXN SMILES: BrCBr.Cl[Si](C)(C)C.I[CH:10]1[CH2:13][CH2:12][N:11]1[C:14]([O:16][C:17]([CH3:20])([CH3:19])[CH3:18])=[O:15].I[C:22]1[CH:29]=[CH:28][C:25]([CH:26]=[O:27])=[CH:24][CH:23]=1.O1C=CC=C1P(C1OC=CC=1)C1OC=CC=1>CN(C=O)C.[Zn].[O-]S([O-])(=O)=O.[Zn+2]>[CH:26]([C:25]1[CH:28]=[CH:29][C:22]([CH:13]2[CH2:12][N:11]([C:14]([O:16][C:17]([CH3:20])([CH3:19])[CH3:18])=[O:15])[CH2:10]2)=[CH:23][CH:24]=1)=[O:27] |f:7.8|. Reagents/catalysts: [Zn] (zinc), [Zn] (Zinc), [O-]S(=O)(=O)[O-].[Zn+2] (zincate). Reported procedure: Zinc dust (253 mg) was stirred under nitrogen overnight. To this was added DMF (5 ml) and dibromomethane (55 mg) dissolved in DMF (1 ml) and the mixture warmed to ˜70° C. The reaction mixture was cooled to room temperature and chlorotrimethylsilane (32 mg) in DMF (1 ml) added and stirred at room temperature for 15 minutes. To this was added 2-iodo-N-Boc-azetidine (Billotte, S., Synlett, 1998, 379-380) (1.04 g) in DMF (5 ml). The reaction mixture warmed to 40° C. and the mixture sonicated for 30 ... Product: C(=O)C1=CC=C(C=C1)C1CN(C1)C(=O)OC(C)(C)C (tert-butyl 3-(4-formylphenyl)-1-azetidinecarboxylate). Reaction conditions: temperature 70 celsius, time 15 minute. As a reaction SMILES: [NH2:17][CH:18]([C:19](=[O:20])[N:21]([CH2:22][c:23]1[cH:24][cH:25][cH:26][c:27]2[cH:28][cH:29][cH:30][n:31][c:32]12)[CH:33]([CH:34]([O:35][CH2:36][CH3:37])[O:38][CH2:39][CH3:40])[CH3:41])[CH2:42][c:43]1[cH:44][cH:45][c:46]([O:49][C:50]([CH3:51])([CH3:52])[CH3:53])[cH:47][cH:48]1.[n:1]1[cH:2][cH:3][c:4]([CH2:7][NH:8][C:9]([NH:10][O:11][CH2:12][C:13](=[O:14])[OH:15])=[O:16])[cH:5][cH:6]1>>[n:1]1[cH:2][cH:3][c:4]([CH2:7][NH:8][C:9]([NH:10][O:11][CH2:12][C:13](=[O:15])[NH:17][CH:18]([C:19](=[O:20])[N:21]([CH2:22][c:23]2[cH:24][cH:25][cH:26][c:27]3[cH:28][cH:29][cH:30][n:31][c:32]23)[CH:33]([CH:34]([O:35][CH2:36][CH3:37])[O:38][CH2:39][CH3:40])[CH3:41])[CH2:42][c:43]2[cH:44][cH:45][c:46]([O:49][C:50]([CH3:51])([CH3:52])[CH3:53])[cH:47][cH:48]2)=[O:16])[cH:5][cH:6]1. The product is CCOC(OCC)C(C)N(Cc1cccc2cccnc12)C(=O)C(Cc1ccc(OC(C)(C)C)cc1)NC(=O)CONC(=O)NCc1ccncc1. Starting materials: CCOC(OCC)C(C)N(Cc1cccc2cccnc12)C(=O)C(N)Cc1ccc(OC(C)(C)C)cc1, O=C(O)CONC(=O)NCc1ccncc1. Reactants: COc1cc2ncnc(Nc3nc4ccc(N)cc4s3)c2cc1OC, COc1cccc(N=C=O)c1, O. Yields the product COc1cccc(NC(=O)Nc2ccc3nc(Nc4ncnc5cc(OC)c(OC)cc45)sc3c2)c1. Reaction SMILES: [CH3:12][O:13][c:14]1[cH:15][c:16]2[c:17]([NH:26][c:27]3[s:28][c:29]4[c:30]([n:31]3)[cH:32][cH:33][c:34]([NH2:36])[cH:35]4)[n:18][cH:19][n:20][c:21]2[cH:22][c:23]1[O:24][CH3:25].[CH3:1][O:2][c:3]1[cH:4][c:5]([N:9]=[C:10]=[O:11])[cH:6][cH:7][cH:8]1.[OH2:37]>>[CH3:1][O:2][c:3]1[cH:4][c:5]([NH:9][C:10](=[O:11])[NH:36][c:34]2[cH:33][cH:32][c:30]3[c:29]([s:28][c:27]([NH:26][c:17]4[c:16]5[cH:15][c:14]([O:13][CH3:12])[c:23]([O:24][CH3:25])[cH:22][c:21]5[n:20][cH:19][n:18]4)[n:31]3)[cH:35]2)[cH:6][cH:7][cH:8]1. Reaction conditions: time 30 minute. Yields the product FC1=CC=C(C=C1)N1CCN(CC1)CCCC1SC2=C(N(C1=O)C)C=CC=C2 (2-[3-[4-(4-fluorophenyl)-1-piperazinyl]propyl]-4-methyl-2H-1,4-benzothiazin-3(4H)-one). Procedure: To a solution of 193 mg of 2-[3-[4-(4-fluorophenyl)-1-piperazinyl]propyl]-2H-1,4-benzothiazine in 2 ml of dimethylformamide was added 20 mg of 60% sodium hydride in oil. The mixture was stirred at room temperature for 30 minutes and cooled with ice. To the resultant was added 0.07 ml of methyl iodide, and the mixture was stirred for further one hour. The reaction mixture was poured into water, and extracted with ethyl acetate. The extract was washed with water, dried (MgSO4) and concentrated to ... Starting materials: FC1=CC=C(C=C1)N1CCN(CC1)CCCC1SC2=C(N=C1)C=CC=C2 (2-[3-[4-(4-fluorophenyl)-1-piperazinyl]propyl]-2H-1,4-benzothiazine), [H-].[Na+] (sodium hydride), CN(C=O)C (dimethylformamide), O (water), CI (methyl iodide). As a reaction SMILES: [F:1][C:2]1[CH:7]=[CH:6][C:5]([N:8]2[CH2:13][CH2:12][N:11]([CH2:14][CH2:15][CH2:16][CH:17]3C=N[C:20]4[CH:23]=[CH:24][CH:25]=C[C:19]=4[S:18]3)[CH2:10][CH2:9]2)=[CH:4][CH:3]=1.[H-].[Na+].CI.O.[CH3:32][N:33]([CH3:36])[CH:34]=[O:35]>>[F:1][C:2]1[CH:3]=[CH:4][C:5]([N:8]2[CH2:9][CH2:10][N:11]([CH2:14][CH2:15][CH2:16][CH:17]3[C:34](=[O:35])[N:33]([CH3:36])[C:32]4[CH:25]=[CH:24][CH:23]=[CH:20][C:19]=4[S:18]3)[CH2:12][CH2:13]2)=[CH:6][CH:7]=1 |f:1.2|. Starting materials: ClC1=NC2=C(N1C)C=CC=C2 (2-chloro-1-methyl-benzimidazole), BrC1=CC=C(N)C=C1 (4-bromoaniline). Reaction conditions: temperature 170 celsius. Product: BrC1=CC=C(C=C1)NC1=NC2=C(N1C)C=CC=C2 (N2-(4-bromophenyl)-1-methyl-1H-benzo[d]imidazol-2-amine). Isolated yield 96.5%. RXN SMILES: Cl[C:2]1[N:6]([CH3:7])[C:5]2[CH:8]=[CH:9][CH:10]=[CH:11][C:4]=2[N:3]=1.[Br:12][C:13]1[CH:19]=[CH:18][C:16]([NH2:17])=[CH:15][CH:14]=1>>[Br:12][C:13]1[CH:19]=[CH:18][C:16]([NH:17][C:2]2[N:6]([CH3:7])[C:5]3[CH:8]=[CH:9][CH:10]=[CH:11][C:4]=3[N:3]=2)=[CH:15][CH:14]=1. Procedure: A mixture of 2-chloro-1-methyl-benzimidazole (0.639 g, 3.84 mmol) and 4-bromoaniline (0.710 g, 4.12 mmol) was heated at 170° C. for 21 h. The resulting brown solid was cooled to room temperature, washed with three 5-mL portions of heptane, and then triturated with toluene to afford N2-(4-bromophenyl)-1-methyl-1H-benzo[d]imidazol-2-amine (1.120 g, 90%) as a brown powder. RP-HPLC (25 to 100% CH3CN in 0.1 N aqueous ammonium acetate over 10 min at 1 mL/min using a Hypersil HS C18, 250×4.6 mm column)... Reactants: C(=O)(OC)C(CCC1=CC=CC=C1)N[C@@H](C)C(=O)N1C2C(C[C@H]1C(=O)O)COC2 (1-[N-(1-carbomethoxy-3-phenylpropyl)-(S)-alanyl]hexahydrofuro[3,4-b]pyrrole-2(S)-carboxylic acid), [OH-].[Na+] (sodium hydroxide). Run in CO (methanol). Reaction conditions: time 3 hour. The product is C(=O)(O)C(CCC1=CC=CC=C1)N[C@@H](C)C(=O)N1C2C(C[C@H]1C(=O)O)COC2 (1-[N-(1-Carboxy-3-phenylpropyl)-(S)-alanyl]hexahydrofuro-[3,4-b]pyrrole2(S)-carboxylic acid). As a reaction SMILES: [C:1]([CH:5]([NH:14][C@H:15]([C:17]([N:19]1[C@H:23]([C:24]([OH:26])=[O:25])[CH2:22][CH:21]2[CH2:27][O:28][CH2:29][CH:20]12)=[O:18])[CH3:16])[CH2:6][CH2:7][C:8]1[CH:13]=[CH:12][CH:11]=[CH:10][CH:9]=1)([O:3]C)=[O:2].[OH-].[Na+]>CO>[C:1]([CH:5]([NH:14][C@H:15]([C:17]([N:19]1[C@H:23]([C:24]([OH:26])=[O:25])[CH2:22][CH:21]2[CH2:27][O:28][CH2:29][CH:20]12)=[O:18])[CH3:16])[CH2:6][CH2:7][C:8]1[CH:9]=[CH:10][CH:11]=[CH:12][CH:13]=1)([OH:3])=[O:2] |f:1.2|. Procedure: To a solution of 1-[N-(1-carbomethoxy-3-phenylpropyl)-(S)-alanyl]hexahydrofuro[3,4-b]pyrrole-2(S)-carboxylic acid (prepared as described in Example 47) in methanol, add 2.5N sodium hydroxide. After three hours, concentrate the reaction mixture and absorb it on an XAD-2 resin column and elute with water and then with methanol. Concentrate the methanol eluant to give a residue and absorb this residue on a silica gel column and elute with chloroform: methanol: 14% ammonium hydroxide 1:1:1. Concentr...